Dataset: the Open Reaction Database (ORD), a public repository of structured organic reaction records. Task: describe an organic reaction: reactants, conditions, products, and yield Starting materials: CCN=C=NCCCN(C)C, CCN(C(C)C)C(C)C, Cl, O=C(O)c1ccc(N2CCCCC2)cc1, NCC(=O)N1CCN(C(=O)c2ccccc2C(F)(F)F)CC1, CN(C)C=O, O, On1nnc2ccccc21. Product: O=C(NCC(=O)N1CCN(C(=O)c2ccccc2C(F)(F)F)CC1)c1ccc(N2CCCCC2)cc1. Reaction SMILES: [CH3:43][CH2:44][N:45]=[C:46]=[N:47][CH2:48][CH2:49][CH2:50][N:51]([CH3:52])[CH3:53].[CH:1]([N:2]([CH2:3][CH3:4])[CH:5]([CH3:6])[CH3:7])([CH3:8])[CH3:9].[ClH:10].[N:54]1([c:60]2[cH:61][cH:62][c:63]([C:64](=[O:65])[OH:66])[cH:67][cH:68]2)[CH2:55][CH2:56][CH2:57][CH2:58][CH2:59]1.[NH2:11][CH2:12][C:13](=[O:14])[N:15]1[CH2:16][CH2:17][N:18]([C:21]([c:22]2[c:23]([C:28]([F:29])([F:30])[F:31])[cH:24][cH:25][cH:26][cH:27]2)=[O:32])[CH2:19][CH2:20]1.[O:69]=[CH:70][N:71]([CH3:72])[CH3:73].[OH2:74].[OH:33][n:34]1[c:35]2[c:36]([cH:37][cH:38][cH:39][cH:40]2)[n:41][n:42]1>>[NH:11]([CH2:12][C:13](=[O:14])[N:15]1[CH2:16][CH2:17][N:18]([C:21]([c:22]2[c:23]([C:28]([F:29])([F:30])[F:31])[cH:24][cH:25][cH:26][cH:27]2)=[O:32])[CH2:19][CH2:20]1)[C:64]([c:63]1[cH:62][cH:61][c:60]([N:54]2[CH2:55][CH2:56][CH2:57][CH2:58][CH2:59]2)[cH:68][cH:67]1)=[O:65]. Reactants: ClCCl, CC(C)(CC(O)(CCO)C(F)(F)F)c1ccc(Cl)cc1S(C)(=O)=O. Yields the product CC(C)(CC(O)(CC=O)C(F)(F)F)c1ccc(Cl)cc1S(C)(=O)=O. Reaction SMILES: [CH2:25]([Cl:26])[Cl:27].[Cl:1][c:2]1[cH:3][c:4]([S:21](=[O:22])(=[O:23])[CH3:24])[c:5]([C:8]([CH2:9][C:10]([CH2:11][CH2:12][OH:13])([OH:14])[C:15]([F:16])([F:17])[F:18])([CH3:19])[CH3:20])[cH:6][cH:7]1>>[Cl:1][c:2]1[cH:3][c:4]([S:21](=[O:22])(=[O:23])[CH3:24])[c:5]([C:8]([CH2:9][C:10]([CH2:11][CH:12]=[O:13])([OH:14])[C:15]([F:16])([F:17])[F:18])([CH3:19])[CH3:20])[cH:6][cH:7]1. Reactants: ClC(CNC1=C(C=CC=C1C)C)C (N-(β-chloropropyl)-2,6-dimethylaniline), [I-].[K+] (potassium iodide), ( a ), ClC1=CC=C(N)C=C1 (4-chloroaniline). Run in C(C)(=O)OCC (ethyl acetate). Reaction conditions: temperature 60 celsius, time 3 hour. Product: Cl.CC1=C(C(=CC=C1)C)NCC(C)NC1=CC=C(C=C1)Cl (1-(2',6'-dimethyl-phenylamino)-2-(4'-chlorophenyl-amino)-propane hydrochloride). The yield is 30.1%. As a reaction SMILES: [Cl:1][CH:2]([CH3:13])[CH2:3][NH:4][C:5]1[C:10]([CH3:11])=[CH:9][CH:8]=[CH:7][C:6]=1[CH3:12].[Cl:14][C:15]1[CH:21]=[CH:20][C:18]([NH2:19])=[CH:17][CH:16]=1.[I-].[K+]>C(OCC)(=O)C>[ClH:1].[CH3:12][C:6]1[CH:7]=[CH:8][CH:9]=[C:10]([CH3:11])[C:5]=1[NH:4][CH2:3][CH:2]([NH:19][C:18]1[CH:20]=[CH:21][C:15]([Cl:14])=[CH:16][CH:17]=1)[CH3:13] |f:2.3,5.6|. Procedure: A mixture of 28.2 g (0.143 moles) of N-(β-chloropropyl)-2,6-dimethylaniline, prepared as described in Example 3, Method (b), point (a), 36.4 g (0.285 moles) of 4-chloroaniline and 1.6 g (10 mmoles) of potassium iodide is stirred at 140° to 145° C. for 3 hours under nitrogen atmosphere. The mixture is allowed to cool to about 60° C., and 30 ml of ethyl acetate are added. The mixture is cooled to room temperature, and the separated precipitate is filtered off, washed with ethyl acetate and dried. ... The reactants are O=S(=O)(Cl)C(F)F, CNC(=O)c1c2cc(C3CC3)c(N)cc2nn1-c1ccc(Br)cc1, c1ccncc1. Product: CNC(=O)c1c2cc(C3CC3)c(NS(=O)(=O)C(F)F)cc2nn1-c1ccc(Br)cc1. RXN SMILES: [F:25][CH:26]([S:27](=[O:28])(=[O:29])[Cl:30])[F:31].[NH2:1][c:2]1[c:3]([CH:22]2[CH2:23][CH2:24]2)[cH:4][c:5]2[c:6]([C:18](=[O:19])[NH:20][CH3:21])[n:7](-[c:11]3[cH:12][cH:13][c:14]([Br:17])[cH:15][cH:16]3)[n:8][c:9]2[cH:10]1.[cH:32]1[cH:33][cH:34][n:35][cH:36][cH:37]1>>[NH:1]([c:2]1[c:3]([CH:22]2[CH2:23][CH2:24]2)[cH:4][c:5]2[c:6]([C:18](=[O:19])[NH:20][CH3:21])[n:7](-[c:11]3[cH:12][cH:13][c:14]([Br:17])[cH:15][cH:16]3)[n:8][c:9]2[cH:10]1)[S:27]([CH:26]([F:25])[F:31])(=[O:28])=[O:29]. Starting materials: [BH4-], CC(=O)O, CCO, O=[N+]([O-])C=Cc1ccc2ccccc2c1, [Na+], C1COCCO1. Product: O=[N+]([O-])CCc1ccc2ccccc2c1. RXN SMILES: [BH4-:1].[CH3:18][C:19](=[O:20])[OH:21].[CH3:28][CH2:29][OH:30].[N+:3](=[O:4])([O-:5])[CH:6]=[CH:7][c:8]1[cH:9][c:10]2[cH:11][cH:12][cH:13][cH:14][c:15]2[cH:16][cH:17]1.[Na+:2].[O:22]1[CH2:23][CH2:24][O:25][CH2:26][CH2:27]1>>[N+:3](=[O:4])([O-:5])[CH2:6][CH2:7][c:8]1[cH:9][c:10]2[cH:11][cH:12][cH:13][cH:14][c:15]2[cH:16][cH:17]1. Reaction SMILES: [CH3:1][C:2]([CH3:3])([CH3:4])[c:5]1[n:6][c:7]([CH:16]=[O:17])[n:8][c:9]([C:12]([CH3:13])([CH3:14])[CH3:15])[c:10]1[OH:11].[CH3:22][C:23](=[O:24])[O-:25].[CH3:27][CH2:28][OH:29].[ClH:18].[NH2:19][OH:20].[Na+:21].[OH2:26]>>[CH3:1][C:2]([CH3:3])([CH3:4])[c:5]1[n:6][c:7]([CH:16]=[N:19][OH:20])[n:8][c:9]([C:12]([CH3:13])([CH3:14])[CH3:15])[c:10]1[OH:11]. The reactants are CC(C)(C)c1nc(C=O)nc(C(C)(C)C)c1O, CC(=O)[O-], CCO, Cl, NO, [Na+], O. Yields the product CC(C)(C)c1nc(C=NO)nc(C(C)(C)C)c1O. As a reaction SMILES: [C:40]([BH3-:41])#[N:42].[C:56](=[O:57])([OH:58])[O-:59].[CH3:1][N:2]1[C:3](=[O:25])[CH2:4][CH2:5][C:6]2([CH3:24])[c:7]3[c:8]([cH:12][c:13](-[c:16]4[cH:17][c:18]([CH:22]=[O:23])[cH:19][cH:20][cH:21]4)[cH:14][cH:15]3)[CH2:9][CH2:10][CH:11]12.[CH3:44][C:45](=[O:46])[OH:47].[CH3:48][OH:49].[CH3:50][CH2:51][O:52][C:53](=[O:54])[CH3:55].[CH:26]([c:27]1[cH:28][cH:29][cH:30][cH:31][cH:32]1)([c:33]1[cH:34][cH:35][cH:36][cH:37][cH:38]1)[NH2:39].[Na+:43].[Na+:60]>>[CH3:1][N:2]1[C:3](=[O:25])[CH2:4][CH2:5][C:6]2([CH3:24])[c:7]3[c:8]([cH:12][c:13](-[c:16]4[cH:17][c:18]([CH2:22][NH:39][CH:26]([c:27]5[cH:28][cH:29][cH:30][cH:31][cH:32]5)[c:33]5[cH:34][cH:35][cH:36][cH:37][cH:38]5)[cH:19][cH:20][cH:21]4)[cH:14][cH:15]3)[CH2:9][CH2:10][CH:11]12. Yields the product CN1C(=O)CCC2(C)c3ccc(-c4cccc(CNC(c5ccccc5)c5ccccc5)c4)cc3CCC12. The reactants are [BH3-]C#N, O=C([O-])O, CN1C(=O)CCC2(C)c3ccc(-c4cccc(C=O)c4)cc3CCC12, CC(=O)O, CO, CCOC(C)=O, NC(c1ccccc1)c1ccccc1, [Na+], [Na+].